This data is from the Open Reaction Database (ORD), a public repository of structured organic reaction records. The task is: describe an organic reaction: reactants, conditions, products, and yield Reactants: C(C1=CC=CC=C1)(C1=CC=CC=C1)OC(=O)C=1N2OC(C2SCC1C1=CN=C(S1)NC)NC(=O)OC(C)(C)C (2-Benzhydryloxycarbonyl-7-t-butoxycarbonylamino-3-(2-methylamino-thiazol-5-yl)-8-oxa-5-thia-1-azabicyclo[4.2.0]oct-2-ene), CNC(=S)N (N-methylthiourea), C(C1=CC=CC=C1)(C1=CC=CC=C1)OC(=O)C=1N2C(C(C2SCC1C=CN(C)C)NC(=O)OC(C)(C)C)=O (2-benzhydryloxycarbonyl-7-t-butoxycarbonylamino-3-(2-dimethylamino-vinyl)-8-oxo-5-thia-1-azabicyclo[4.2.0]oct-2-ene). The product is C(C1=CC=CC=C1)(C1=CC=CC=C1)OC(=O)C=1N2C(C(C2SCC1C1=CN=C(S1)NC)NC(=O)OC(C)(C)C)=O (2-benzhydryloxycarbonyl-7-t-butoxycarbonylamino-3-(2-methylamino-thiazol-5-yl)-8-oxo-5-thia- 1-azabicyclo[4.2.0]oct-2-ene). RXN SMILES: [CH:1]([O:14][C:15]([C:17]1[N:18]2[CH:21]([S:22][CH2:23][C:24]=1[C:25]1[S:29][C:28]([NH:30][CH3:31])=[N:27][CH:26]=1)[CH:20]([NH:32][C:33]([O:35][C:36]([CH3:39])([CH3:38])[CH3:37])=[O:34])O2)=[O:16])([C:8]1[CH:13]=[CH:12][CH:11]=[CH:10][CH:9]=1)[C:2]1[CH:7]=[CH:6][CH:5]=[CH:4][CH:3]=1.CNC(N)=S.[CH:45]([O:58]C(C1N2C(SCC=1C=CN(C)C)C(NC(OC(C)(C)C)=O)C2=O)=O)(C1C=CC=CC=1)C1C=CC=CC=1>>[CH:1]([O:14][C:15]([C:17]1[N:18]2[CH:21]([S:22][CH2:23][C:24]=1[C:25]1[S:29][C:28]([NH:30][CH3:31])=[N:27][CH:26]=1)[CH:20]([NH:32][C:33]([O:35][C:36]([CH3:39])([CH3:38])[CH3:37])=[O:34])[C:45]2=[O:58])=[O:16])([C:2]1[CH:3]=[CH:4][CH:5]=[CH:6][CH:7]=1)[C:8]1[CH:9]=[CH:10][CH:11]=[CH:12][CH:13]=1. Reported procedure: 2-Benzhydryloxycarbonyl-7-t-butoxycarbonylamino-3-(2-methylamino-thiazol-5-yl)-8-oxa-5-thia-1-azabicyclo[4.2.0]oct-2-ene can be prepared by following the working method of Example 2, but replacing the thiourea by N-methylthiourea (4 g). Starting from 2-benzhydryloxycarbonyl-7-t-butoxycarbonylamino-3-(2-dimethylamino-vinyl)-8-oxo-5-thia-1-azabicyclo[4.2.0]oct-2-ene (E-form)(20 g), and following purification by chromatography on a column (height: 45 cm, diameter: 4 cm) of silica gel (0.2-0.06 mm),... The reactants are N=1N=CC=2C=CC=CC2C1, O=C(O)C1CCCCC1. Reagents/catalysts: O=S(=O)(O)OOS(=O)(=O)O.N. Solvent: O, O=S(C)C. Reaction conditions: temperature 40 celsius, time 16 hour. The product is N=1N=C(C=2C=CC=CC2C1C3CCCCC3)C4CCCCC4. Yield: 74.0%. Starting materials: CC(=O)OC1CN(S(=O)(=O)CC2CCC(c3cc(F)ccc3F)(S(=O)(=O)c3ccc(Cl)cc3)CC2)C1, [Li+], C1CCOC1, [OH-], O. The product is O=S(=O)(CC1CCC(c2cc(F)ccc2F)(S(=O)(=O)c2ccc(Cl)cc2)CC1)N1CC(O)C1. RXN SMILES: [Cl:1][c:2]1[cH:3][cH:4][c:5]([S:8](=[O:9])(=[O:10])[C:11]2([c:29]3[c:30]([F:36])[cH:31][cH:32][c:33]([F:35])[cH:34]3)[CH2:12][CH2:13][CH:14]([CH2:17][S:18](=[O:19])(=[O:20])[N:21]3[CH2:22][CH:23]([O:25][C:26](=[O:27])[CH3:28])[CH2:24]3)[CH2:15][CH2:16]2)[cH:6][cH:7]1.[Li+:37].[O:39]1[CH2:40][CH2:41][CH2:42][CH2:43]1.[OH-:38].[OH2:44]>>[Cl:1][c:2]1[cH:3][cH:4][c:5]([S:8](=[O:9])(=[O:10])[C:11]2([c:29]3[c:30]([F:36])[cH:31][cH:32][c:33]([F:35])[cH:34]3)[CH2:12][CH2:13][CH:14]([CH2:17][S:18](=[O:19])(=[O:20])[N:21]3[CH2:22][CH:23]([OH:25])[CH2:24]3)[CH2:15][CH2:16]2)[cH:6][cH:7]1. Reactants: CN(CCN(C(CO[C@@H]1N(C(C1(CC)CC)=O)C(=O)N[C@H](CCC)C1=CC=C(C=C1)C)=O)CC)C (2-(S)-[2-[[2-(Dimethylamino)ethyl]ethylamino]-2-oxoethoxy]-3,3-diethyl-N-[1-(R)-(4-methylphenyl) butyl]-4-oxo-1-azetidinecarboxamide), C([C@@H](O)CC(=O)O)(=O)O (L-malic acid). Yields the product CN(CCN(C(CO[C@@H]1N(C(C1(CC)CC)=O)C(=O)N[C@H](CCC)C1=CC=C(C=C1)C)=O)C)C (2-(S)-[2-[[2-(Dimethylamino)ethyl]methylamino]-2-oxoethoxy]-3,3-diethyl-N-[1-(R)-(4-methylphenyl) butyl]-4-oxo-1-azetidinecarboxamide). RXN SMILES: [CH3:1][N:2]([CH3:35])[CH2:3][CH2:4][N:5]([CH2:33]C)[C:6](=[O:32])[CH2:7][O:8][C@H:9]1[C:12]([CH2:15][CH3:16])([CH2:13][CH3:14])[C:11](=[O:17])[N:10]1[C:18]([NH:20][C@@H:21]([C:25]1[CH:30]=[CH:29][C:28]([CH3:31])=[CH:27][CH:26]=1)[CH2:22][CH2:23][CH3:24])=[O:19].C(O)(=O)[C@H](CC(O)=O)O>>[CH3:35][N:2]([CH3:1])[CH2:3][CH2:4][N:5]([CH3:33])[C:6](=[O:32])[CH2:7][O:8][C@H:9]1[C:12]([CH2:13][CH3:14])([CH2:15][CH3:16])[C:11](=[O:17])[N:10]1[C:18]([NH:20][C@@H:21]([C:25]1[CH:26]=[CH:27][C:28]([CH3:31])=[CH:29][CH:30]=1)[CH2:22][CH2:23][CH3:24])=[O:19]. Procedure: 2-(S)-[2-[[2-(Dimethylamino)ethyl]ethylamino]-2-oxoethoxy]-3,3-diethyl-N-[1-(R)-(4-methylphenyl) butyl]-4-oxo-1-azetidinecarboxamide or the L-malic acid salt thereof; or Starting materials: BrC1=CC(=C(C(=O)N(CC)CC)C=C1)C[C@@H](C)O (4-bromo-N,N-diethyl-2-[(2R)-2-hydroxypropyl]benzamide). Solvent: Cl (HCl), O1CCOCC1 (dioxane). The product is BrC=1C=C2C[C@H](OC(C2=CC1)=O)C ((3R)-6-bromo-3-methyl-3,4-dihydro-1H-isochromen-1-one). Reaction SMILES: [Br:1][C:2]1[CH:14]=[CH:13][C:5]([C:6](N(CC)CC)=[O:7])=[C:4]([CH2:15][C@H:16]([OH:18])[CH3:17])[CH:3]=1>Cl.O1CCOCC1>[Br:1][C:2]1[CH:3]=[C:4]2[C:5](=[CH:13][CH:14]=1)[C:6](=[O:7])[O:18][C@H:16]([CH3:17])[CH2:15]2. Reported procedure: A solution of 4-bromo-N,N-diethyl-2-[(2R)-2-hydroxypropyl]benzamide (12.2 g, 38.8 mmol) dissolved in 4N HCl in dioxane (200 mL) was stirred at room temperature and monitored by TLC. After 3 days the reaction was partitioned between EtOAc (300 mL) and water (300 mL). The aqueous phase was further extracted with EtOAc (2×250 mL). The combined organic layers were then washed with water (200 mL), brine (200 mL), dried over magnesium sulfate, filtered and concentrated. The crude material was then pur... Starting materials: NC1=C(C(=NN1C1=C(C=C(C=C1Cl)C(F)(F)F)Cl)C#N)C(C(F)(F)F)=O (5-amino-3-cyano-1-(2,6-dichloro-4-trifluoromethylphenyl)-4-trifluoroacetylpyrazole), C([O-])([O-])=O.[K+].[K+] (potassium carbonate), O (Water), C(C=C)Br (allyl bromide). The solvent is CN(C=O)C (N,N-dimethylformamide). Run at time 40 minute. The product is C(#N)C1=NN(C(=C1C(C(F)(F)F)=O)NCC=C)C1=C(C=C(C=C1Cl)C(F)(F)F)Cl (3-Cyano-1-(2,6-dichloro-4-trifluoromethylphenyl)-5-(prop-2-enylamino)-4-trifluoroacetylpyrazole). As a reaction SMILES: [NH2:1][C:2]1[N:6]([C:7]2[C:12]([Cl:13])=[CH:11][C:10]([C:14]([F:17])([F:16])[F:15])=[CH:9][C:8]=2[Cl:18])[N:5]=[C:4]([C:19]#[N:20])[C:3]=1[C:21](=[O:26])[C:22]([F:25])([F:24])[F:23].C(=O)([O-])[O-].[K+].[K+].[CH2:33](Br)[CH:34]=[CH2:35].O>CN(C)C=O>[C:19]([C:4]1[C:3]([C:21](=[O:26])[C:22]([F:25])([F:24])[F:23])=[C:2]([NH:1][CH2:35][CH:34]=[CH2:33])[N:6]([C:7]2[C:12]([Cl:13])=[CH:11][C:10]([C:14]([F:15])([F:16])[F:17])=[CH:9][C:8]=2[Cl:18])[N:5]=1)#[N:20] |f:1.2.3|. Procedure: To a stirred solution of 5-amino-3-cyano-1-(2,6-dichloro-4-trifluoromethylphenyl)-4-trifluoroacetylpyrazole (1 g) in anhydrous N,N-dimethylformamide (4 ml) at room temperature was added potassium carbonate (0.7 g), then allyl bromide (165 μl). The mixture was stirred at room temperature for 40 minutes. Water (50 ml) was then added, and the mixture was extracted with ether (50 ml, ×2). The combined organic layers were washed with water (50 ml), dried (Na2SO4), filtered and evaporated. The residue... Starting materials: OC(C)C=1C2=C(SC1)C=CC=C2 (3-(1-hydroxyethyl)benzo[b]thiophene), C(CCC)[Li] (n-butyllithium), C(C)(C)(C)OC(=O)N1CCC(CC1)=O (1-t-butyloxycarbonyl-4-piperidone). Run in O1CCCC1 (tetrahydrofuran), O1CCCC1 (tetrahydrofuran), [Cl-].[Na+].O (brine). Reaction conditions: temperature 0 celsius, time 6 hour. Yields the product OC1(CCN(CC1)C(=O)OC(C)(C)C)C1=C(C2=C(S1)C=CC=C2)C(C)O (4-Hydroxy-4-(3-(1-hydroxyethyl)benzo[b]thiophen-2-yl)-1-(t-butyloxycarbonyl)piperidine). Yield: 87.1%. Reaction SMILES: [OH:1][CH:2]([C:4]1[C:5]2[CH:12]=[CH:11][CH:10]=[CH:9][C:6]=2[S:7][CH:8]=1)[CH3:3].C([Li])CCC.[C:18]([O:22][C:23]([N:25]1[CH2:30][CH2:29][C:28](=[O:31])[CH2:27][CH2:26]1)=[O:24])([CH3:21])([CH3:20])[CH3:19]>O1CCCC1.[Cl-].[Na+].O>[OH:31][C:28]1([C:8]2[S:7][C:6]3[CH:9]=[CH:10][CH:11]=[CH:12][C:5]=3[C:4]=2[CH:2]([OH:1])[CH3:3])[CH2:27][CH2:26][N:25]([C:23]([O:22][C:18]([CH3:21])([CH3:20])[CH3:19])=[O:24])[CH2:30][CH2:29]1 |f:4.5.6|. Procedure: Scheme IA, Step A: To a solution of 3-(1-hydroxyethyl)benzo[b]thiophene (2.036 g, 11.4 mmol) in tetrahydrofuran (75 mL) at −78° C. was added a solution of n-butyllithium (15.7 mL, 25.1 mmol, 1.6 M in hexanes). The solution was warmed to 0° C. for one hour then recooled to −78° C. A solution of 1-t-butyloxycarbonyl-4-piperidone (2.503 g, 12.6 mmol) in tetrahydrofuran was added dropwise and the mixture was warmed to 20° C. After stirring for 6 hours at 20° C. the mixture was diluted with brine and...